This data is from the Open Reaction Database (ORD), a public repository of structured organic reaction records. The task is: describe an organic reaction: reactants, conditions, products, and yield Procedure details: The preparation was carried out in accordance with general synthesis instructions 4 from 4-pyrrol-1-yl-methyl-pyridine and 1-(2-chloro-6-fluoro-benzylidene)-pyrrolidinium chloride, which had been prepared in accordance with example 4 from 2-chloro-6-fluorobenzaldehyde and pyrrolidine. The product is ClC1=C(C(=CC=C1)F)C(C=1N(C=CC1)CC1=NC=CC=C1)N1CCCC1 (2-{2-[(2-Chloro-6-fluoro-phenyl)-pyrrolidin-1-yl-methyl]-pyrrol-1-ylmethyl}-pyridine). The reactants are N1(C=CC=C1)C1=CC(=NC=C1)C (4-pyrrol-1-yl-methyl-pyridine), [Cl-].ClC1=C(C=[N+]2CCCC2)C(=CC=C1)F (1-(2-chloro-6-fluoro-benzylidene)-pyrrolidinium chloride), ClC1=C(C=O)C(=CC=C1)F (2-chloro-6-fluorobenzaldehyde), N1CCCC1 (pyrrolidine). Reaction SMILES: [N:1]1([C:6]2C=CN=[C:8]([CH3:12])[CH:7]=2)[CH:5]=[CH:4][CH:3]=[CH:2]1.[Cl-].[Cl:14][C:15]1[CH:26]=[CH:25][CH:24]=[C:23]([F:27])[C:16]=1[CH:17]=[N+:18]1[CH2:22][CH2:21][CH2:20][CH2:19]1.ClC1C=CC=C(F)C=1C=O.[NH:38]1CC[CH2:40][CH2:39]1>>[Cl:14][C:15]1[CH:26]=[CH:25][CH:24]=[C:23]([F:27])[C:16]=1[CH:17]([N:18]1[CH2:22][CH2:21][CH2:20][CH2:19]1)[C:5]1[N:1]([CH2:6][C:7]2[CH:8]=[CH:12][CH:40]=[CH:39][N:38]=2)[CH:2]=[CH:3][CH:4]=1 |f:1.2|. Reactants: CCC(CC)(c1ccc(CCC2(O)CCCC2)c(C)c1)c1ccc(-c2ccc(CC(=O)OC)cc2)c(C)c1, CO, [Cl-], [NH4+], [Na+], C1CCOC1, [OH-]. The product is CCC(CC)(c1ccc(CCC2(O)CCCC2)c(C)c1)c1ccc(-c2ccc(CC(=O)O)cc2)c(C)c1. As a reaction SMILES: [CH3:3][O:4][C:5]([CH2:6][c:7]1[cH:8][cH:9][c:10](-[c:13]2[c:14]([CH3:39])[cH:15][c:16]([C:19]([CH2:20][CH3:21])([c:22]3[cH:23][c:24]([CH3:36])[c:25]([CH2:28][CH2:29][C:30]4([OH:35])[CH2:31][CH2:32][CH2:33][CH2:34]4)[cH:26][cH:27]3)[CH2:37][CH3:38])[cH:17][cH:18]2)[cH:11][cH:12]1)=[O:40].[CH3:48][OH:49].[Cl-:41].[NH4+:42].[Na+:2].[O:43]1[CH2:44][CH2:45][CH2:46][CH2:47]1.[OH-:1]>>[O:4]=[C:5]([CH2:6][c:7]1[cH:8][cH:9][c:10](-[c:13]2[c:14]([CH3:39])[cH:15][c:16]([C:19]([CH2:20][CH3:21])([c:22]3[cH:23][c:24]([CH3:36])[c:25]([CH2:28][CH2:29][C:30]4([OH:35])[CH2:31][CH2:32][CH2:33][CH2:34]4)[cH:26][cH:27]3)[CH2:37][CH3:38])[cH:17][cH:18]2)[cH:11][cH:12]1)[OH:40]. Reported procedure: 3-Hydroxymethyl-1-methoxymethyl-4-methyl-2,5-di(4-pyridyl)-1H-pyrrole (150 mg, 0.49 mmol) was dissolved in 10% aqueous HCl solution (20 mL) and the mixture was stirred for 1 day at room temperature then heated at reflux temperature for 1 hour. After cooling, the mixture was neutralized with saturated aqueous sodium bicarbonate solution. Volatiles were removed by evaporation, and the residue was suspended in EtOH. After removal of insolubles by filtration, the filtrate was concentrated in vacto. ... The yield is 23.1%. Reactants: OCC1=C(N(C(=C1C)C1=CC=NC=C1)COC)C1=CC=NC=C1 (3-Hydroxymethyl-1-methoxymethyl-4-methyl-2,5-di(4-pyridyl)-1H-pyrrole), C([O-])(O)=O.[Na+] (sodium bicarbonate). As a reaction SMILES: [OH:1][CH2:2][C:3]1[C:7]([CH3:8])=[C:6]([C:9]2[CH:14]=[CH:13][N:12]=[CH:11][CH:10]=2)[N:5](COC)[C:4]=1[C:18]1[CH:23]=[CH:22][N:21]=[CH:20][CH:19]=1.C(=O)(O)[O-].[Na+]>Cl>[OH:1][CH2:2][C:3]1[C:7]([CH3:8])=[C:6]([C:9]2[CH:14]=[CH:13][N:12]=[CH:11][CH:10]=2)[NH:5][C:4]=1[C:18]1[CH:23]=[CH:22][N:21]=[CH:20][CH:19]=1 |f:1.2|. The product is OCC1=C(NC(=C1C)C1=CC=NC=C1)C1=CC=NC=C1 (3-Hydroxymethyl-4-methyl-2,5-di(4-pyridyl)-1H-pyrrole). Solvent: Cl (HCl). Reaction conditions: time 1 day. Reactants: COCCOCCOC (diglyme), C(C=C)N1C(NCC1=O)=S (3-allylthiohydantoin), N1CCOCC1 (morpholine), C(CCC)=O (butyraldehyde). Run in C(C)(=O)OCC (ethyl acetate). Product: C(C=C)N1C(NC(C1=O)=CCCC)=S (3-Allyl-5-n-butylidene-2-thiohydantoin). As a reaction SMILES: COCCOCCOC.[CH2:10]([N:13]1[C:17](=[O:18])[CH2:16][NH:15][C:14]1=[S:19])[CH:11]=[CH2:12].N1CCOCC1.[CH:26](=O)[CH2:27][CH2:28][CH3:29]>C(OCC)(=O)C>[CH2:10]([N:13]1[C:17](=[O:18])[C:16](=[CH:26][CH2:27][CH2:28][CH3:29])[NH:15][C:14]1=[S:19])[CH:11]=[CH2:12]. Reported procedure: A flask equipped with a reflux condenser, magnetic stirrer, and nitrogen atmosphere was charged with diglyme (10 mL), 3-allylthiohydantoin (1.0 g, 0.0064 mol), morpholine (0.56 g, 0.0064 mol), and freshly distilled butyraldehyde (0.94 g, 0.13 mol). The mixture was heated in a 70° oil bath for 250 min and, after cooling, was diluted with 20 mL of ethyl acetate. The resulting solution was washed with 2×10 mL 1.2 M HCl, 10 mL of water, and 10 mL of saturated aqueous NaCl. The solution was then filt... RXN SMILES: [I:17][c:18]1[c:19]([C:20](=[O:21])[Cl:22])[cH:23][cH:24][cH:25][cH:26]1.[NH2:1][c:2]1[cH:3][c:4]([C:5](=[O:6])[CH:7]2[CH2:8][CH2:9][N:10]([CH3:13])[CH2:11][CH2:12]2)[cH:14][cH:15][cH:16]1>>[NH:1]([c:2]1[cH:3][c:4]([C:5](=[O:6])[CH:7]2[CH2:8][CH2:9][N:10]([CH3:13])[CH2:11][CH2:12]2)[cH:14][cH:15][cH:16]1)[C:20]([c:19]1[c:18]([I:17])[cH:26][cH:25][cH:24][cH:23]1)=[O:21]. Starting materials: O=C(Cl)c1ccccc1I, CN1CCC(C(=O)c2cccc(N)c2)CC1. The product is CN1CCC(C(=O)c2cccc(NC(=O)c3ccccc3I)c2)CC1. The reactants are [Al+3], CCOC(C)=O, COc1ccccc1, CC#N, [Cl-], [Cl-], [Cl-], CCc1ccc(CC2N=C(c3ccc(F)cc3)c3cc(Cl)ccc3N(C)C2=O)cc1CC, O. Yields the product CCc1ccc(CC2N=C(c3ccc(F)cc3)c3cc(Cl)ccc3NC2=O)cc1CC. As a reaction SMILES: [Al+3:34].[CH3:37][CH2:38][O:39][C:40](=[O:41])[CH3:42].[CH3:43][O:44][c:45]1[cH:46][cH:47][cH:48][cH:49][cH:50]1.[CH3:51][C:52]#[N:53].[Cl-:33].[Cl-:35].[Cl-:36].[Cl:1][c:2]1[cH:3][c:4]2[c:5]([cH:31][cH:32]1)[N:6]([CH3:30])[C:7](=[O:29])[CH:8]([CH2:18][c:19]1[cH:20][c:21]([CH2:27][CH3:28])[c:22]([CH2:25][CH3:26])[cH:23][cH:24]1)[N:9]=[C:10]2[c:11]1[cH:12][cH:13][c:14]([F:17])[cH:15][cH:16]1.[OH2:54]>>[Cl:1][c:2]1[cH:3][c:4]2[c:5]([cH:31][cH:32]1)[NH:6][C:7](=[O:29])[CH:8]([CH2:18][c:19]1[cH:20][c:21]([CH2:27][CH3:28])[c:22]([CH2:25][CH3:26])[cH:23][cH:24]1)[N:9]=[C:10]2[c:11]1[cH:12][cH:13][c:14]([F:17])[cH:15][cH:16]1.